This data is from the Open Reaction Database (ORD), a public repository of structured organic reaction records. The task is: describe an organic reaction: reactants, conditions, products, and yield The reactants are O=C([O-])[O-], CC(C)O, COc1cc2c(Cl)ncnc2cc1OCCN1CCOCC1, [Cs+], [Cs+], Nc1cccc(O)c1. The product is COc1cc2c(Oc3cccc(N)c3)ncnc2cc1OCCN1CCOCC1. As a reaction SMILES: [C:9](=[O:10])([O-:11])[O-:12].[CH:37]([OH:38])([CH3:39])[CH3:40].[Cl:15][c:16]1[n:17][cH:18][n:19][c:20]2[cH:21][c:22]([O:28][CH2:29][CH2:30][N:31]3[CH2:32][CH2:33][O:34][CH2:35][CH2:36]3)[c:23]([O:26][CH3:27])[cH:24][c:25]12.[Cs+:13].[Cs+:14].[NH2:1][c:2]1[cH:3][cH:4][cH:5][c:6]([OH:7])[cH:8]1>>[NH2:1][c:2]1[cH:3][cH:4][cH:5][c:6]([O:7][c:16]2[n:17][cH:18][n:19][c:20]3[cH:21][c:22]([O:28][CH2:29][CH2:30][N:31]4[CH2:32][CH2:33][O:34][CH2:35][CH2:36]4)[c:23]([O:26][CH3:27])[cH:24][c:25]23)[cH:8]1. Reactants: ClC1=C(C(=CC=C1)Cl)C1=NOC(=C1CO)C(C)C ([3-(2,6-Dichloro-phenyl)-5-isopropyl-isoxazol-4-yl]-methanol), COC(=O)C1=C(N(C2=CC(=CC=C12)C1=C(C=C(C=C1)O)C)C(C)C)C (1-isopropyl-6-(4-hydroxy-2-methyl-phenyl)-2-methyl-1H-indole-3-carboxylic acid methyl ester), C(CCC)P(CCCC)CCCC (tri-n-butylphosphine), C1CCN(CC1)C(=O)/N=N/C(=O)N2CCCCC2 (azodicarboxylic acid dipiperidide). Run in C1(=CC=CC=C1)C (toluene), CCCCCC (hexane). Run at time 30 minute. The product is C(C)OC(=O)C1=C(N(C2=CC(=CC=C12)C1=C(C=C(C=C1)OCC=1C(=NOC1C(C)C)C1=C(C=CC=C1Cl)Cl)OC)C(C)C)C (6-{4-[3-(2,6-Dichloro-phenyl)-5-isopropyl-isoxazol-4-ylmethoxy]-2-methoxy-phenyl}-1-isopropyl-2-methyl-1H-indole-3-carboxylic acid ethyl ester). Yield: 33.1%. RXN SMILES: [Cl:1][C:2]1[CH:7]=[CH:6][CH:5]=[C:4]([Cl:8])[C:3]=1[C:9]1[C:13]([CH2:14]O)=[C:12]([CH:16]([CH3:18])[CH3:17])[O:11][N:10]=1.[CH3:19][O:20][C:21]([C:23]1[C:31]2[C:26](=[CH:27][C:28]([C:32]3[CH:37]=[CH:36][C:35]([OH:38])=[CH:34][C:33]=3C)=[CH:29][CH:30]=2)[N:25]([CH:40]([CH3:42])[CH3:41])[C:24]=1[CH3:43])=[O:22].[CH2:44](P(CCCC)CCCC)CCC.C1CCN([C:63](/N=N/C(N2CCCCC2)=O)=[O:64])CC1>C1(C)C=CC=CC=1.CCCCCC>[CH2:19]([O:20][C:21]([C:23]1[C:31]2[C:26](=[CH:27][C:28]([C:32]3[CH:37]=[CH:36][C:35]([O:38][CH2:14][C:13]4[C:9]([C:3]5[C:2]([Cl:1])=[CH:7][CH:6]=[CH:5][C:4]=5[Cl:8])=[N:10][O:11][C:12]=4[CH:16]([CH3:18])[CH3:17])=[CH:34][C:33]=3[O:64][CH3:63])=[CH:29][CH:30]=2)[N:25]([CH:40]([CH3:42])[CH3:41])[C:24]=1[CH3:43])=[O:22])[CH3:44]. Procedure: [3-(2,6-Dichloro-phenyl)-5-isopropyl-isoxazol-4-yl]-methanol (0.2 g, 0.71 mmol), 1-isopropyl-6-(4-hydroxy-2-methyl-phenyl)-2-methyl-1H-indole-3-carboxylic acid methyl ester (0.2 g, 0.59 mmol), tri-n-butylphosphine (0.14 g, 0.71 mmol) and azodicarboxylic acid dipiperidide (0.18 g, 0.71 mmol) are stirred in dry toluene (9 mL) for 2 days at room temperature. The reaction is diluted with hexane (9 mL), stirred for 30 minutes, and filtered. The filtrate is concentrated and the residue purified via fl... Reactants: C1(=CCCCC1)C1=CC=C(N)C=C1 (4-cyclohex-1-enylaniline), COC(CCNC(C1=CC=C(C=C1)C=O)=O)=O (3-(4-Formylbenzoylamino)propionic acid methyl ester), C(#N)[BH3-].[Na+] (Sodium cyano borohydride). Run in CO (methanol), CO (methanol). Run at time 2.5 hour. Product: COC(CCNC(C1=CC=C(C=C1)CNC1=CC=C(C=C1)C1=CCCCC1)=O)=O (3-{4-[(4-cyclohex-1-enylphenylamino)methyl]benzoylamino}propionic acid methyl ester). Isolated yield 21.3%. RXN SMILES: [CH3:1][O:2][C:3](=[O:17])[CH2:4][CH2:5][NH:6][C:7](=[O:16])[C:8]1[CH:13]=[CH:12][C:11]([CH:14]=O)=[CH:10][CH:9]=1.[C:18]1([C:24]2[CH:30]=[CH:29][C:27]([NH2:28])=[CH:26][CH:25]=2)[CH2:23][CH2:22][CH2:21][CH2:20][CH:19]=1.C([BH3-])#N.[Na+]>CO>[CH3:1][O:2][C:3](=[O:17])[CH2:4][CH2:5][NH:6][C:7](=[O:16])[C:8]1[CH:13]=[CH:12][C:11]([CH2:14][NH:28][C:27]2[CH:29]=[CH:30][C:24]([C:18]3[CH2:23][CH2:22][CH2:21][CH2:20][CH:19]=3)=[CH:25][CH:26]=2)=[CH:10][CH:9]=1 |f:2.3|. Reported procedure: 3-(4-Formylbenzoylamino)propionic acid methyl ester (10 g, 42.5 mmol) was dissolved in methanol (100 ml). With mechanical stirring a solution of 4-cyclohex-1-enylaniline (7.4 g, 42.5 mmol) in methanol (15 ml) was added and the resulting suspension was stirred at room temperature for 2.5 hours. Sodium cyano borohydride (4.01 g, 63.8 mmol) was added in portions and the resulting mixture was stirred at room temperature for 4 days. Filtration afforded 7.1 g of a solid and recrystallisation from meth...